From a dataset of the Open Reaction Database (ORD), a public repository of structured organic reaction records. describe an organic reaction: reactants, conditions, products, and yield Reactants: CN1N=NC(=C1C1=CC=C(C=C1)O)C1=CC=NC=C1 (4-(3-methyl-5-(pyridin-4-yl)-3H-1,2,3-triazol-4-yl)phenol), Cl.ClCC1=NC2=CC=CC=C2C=C1 (2-(chloromethyl)quinoline hydrochloride), C([O-])([O-])=O.[Cs+].[Cs+] (cesium carbonate). The solvent is CN(C=O)C (dimethylformamide). Reaction conditions: temperature 65 celsius, time 20 hour. Yields the product CN1N=NC(=C1C1=CC=C(OCC2=NC3=CC=CC=C3C=C2)C=C1)C1=CC=NC=C1 (2-((4-(3-methyl-5-(pyridin-4-yl)-3H-1,2,3-triazol-4-yl) phenoxy)methyl)quinoline). RXN SMILES: [CH3:1][N:2]1[C:6]([C:7]2[CH:12]=[CH:11][C:10]([OH:13])=[CH:9][CH:8]=2)=[C:5]([C:14]2[CH:19]=[CH:18][N:17]=[CH:16][CH:15]=2)[N:4]=[N:3]1.Cl.Cl[CH2:22][C:23]1[CH:32]=[CH:31][C:30]2[C:25](=[CH:26][CH:27]=[CH:28][CH:29]=2)[N:24]=1.C(=O)([O-])[O-].[Cs+].[Cs+]>CN(C)C=O>[CH3:1][N:2]1[C:6]([C:7]2[CH:8]=[CH:9][C:10]([O:13][CH2:22][C:23]3[CH:32]=[CH:31][C:30]4[C:25](=[CH:26][CH:27]=[CH:28][CH:29]=4)[N:24]=3)=[CH:11][CH:12]=2)=[C:5]([C:14]2[CH:19]=[CH:18][N:17]=[CH:16][CH:15]=2)[N:4]=[N:3]1 |f:1.2,3.4.5|. Procedure: A mixture of 4-(3-methyl-5-(pyridin-4-yl)-3H-1,2,3-triazol-4-yl)phenol (88 mg, 0.35 mmol), 2-(chloromethyl)quinoline hydrochloride (82 mg, 0.38 mmol), and cesium carbonate (455 mg, 1.4 mmol) in dimethylformamide was stirred at 65° C. for 20 h, filtered, and concentrated. The residue was chromatographed on silica eluting with a gradient of 50% to 100% ethyl acetate in hexanes giving a light yellow solid (100 mg, 73%). 1H NMR (CDCl3, 400 mHz) δ 8.48 (d, 2H, J=6.2 Hz), 8.24 (d, 1H, J=8.3 Hz), 8.09 ... The reactants are C1CCOC1, Cn1cc(-c2cn(S(=O)(=O)c3ccccc3)c3ncc(C4CCC5(CC4)OCCO5)cc23)cn1, Cl. Yields the product Cn1cc(-c2cn(S(=O)(=O)c3ccccc3)c3ncc(C4CCC(=O)CC4)cc23)cn1. As a reaction SMILES: [CH2:36]1[O:37][CH2:38][CH2:39][CH2:40]1.[CH3:2][n:3]1[n:4][cH:5][c:6](-[c:8]2[cH:9][n:10]([S:27](=[O:28])(=[O:29])[c:30]3[cH:31][cH:32][cH:33][cH:34][cH:35]3)[c:11]3[n:12][cH:13][c:14]([CH:17]4[CH2:18][CH2:19][C:20]5([O:21][CH2:24][CH2:23][O:22]5)[CH2:25][CH2:26]4)[cH:15][c:16]23)[cH:7]1.[ClH:1]>>[CH3:2][n:3]1[n:4][cH:5][c:6](-[c:8]2[cH:9][n:10]([S:27](=[O:28])(=[O:29])[c:30]3[cH:31][cH:32][cH:33][cH:34][cH:35]3)[c:11]3[n:12][cH:13][c:14]([CH:17]4[CH2:18][CH2:19][C:20](=[O:21])[CH2:25][CH2:26]4)[cH:15][c:16]23)[cH:7]1. As a reaction SMILES: [Br:1][CH2:2][CH2:3][O:4][c:5]1[cH:6][c:7]2[c:8]([O:17][c:18]3[cH:19][c:20]([Cl:31])[c:21]([NH:24][C:25](=[O:26])[NH:27][CH2:28][CH2:29][CH3:30])[cH:22][cH:23]3)[n:9][cH:10][n:11][c:12]2[cH:13][c:14]1[O:15][CH3:16].[CH3:32][N:33]1[CH2:34][CH2:35][NH:36][CH2:37][CH2:38]1.[CH3:39][N:40]([CH3:41])[CH:42]=[O:43]>>[CH2:2]([CH2:3][O:4][c:5]1[cH:6][c:7]2[c:8]([O:17][c:18]3[cH:19][c:20]([Cl:31])[c:21]([NH:24][C:25](=[O:26])[NH:27][CH2:28][CH2:29][CH3:30])[cH:22][cH:23]3)[n:9][cH:10][n:11][c:12]2[cH:13][c:14]1[O:15][CH3:16])[N:36]1[CH2:35][CH2:34][N:33]([CH3:32])[CH2:38][CH2:37]1. The product is CCCNC(=O)Nc1ccc(Oc2ncnc3cc(OC)c(OCCN4CCN(C)CC4)cc23)cc1Cl. The reactants are CCCNC(=O)Nc1ccc(Oc2ncnc3cc(OC)c(OCCBr)cc23)cc1Cl, CN1CCNCC1, CN(C)C=O.